Dataset: the Open Reaction Database (ORD), a public repository of structured organic reaction records. Task: describe an organic reaction: reactants, conditions, products, and yield The reactants are CCOC(=O)CNC(=O)c1c[nH]c(C=O)c1C, C1CCNCC1, CNS(=O)(=O)c1ccc2c(c1C)CC(=O)N2, CCO. Yields the product CCOC(=O)CNC(=O)c1c[nH]c(C=C2C(=O)Nc3ccc(S(=O)(=O)NC)c(C)c32)c1C. As a reaction SMILES: [CH2:17]([CH3:18])[O:19][C:20]([CH2:21][NH:22][C:23](=[O:24])[c:25]1[cH:26][nH:27][c:28]([CH:31]=[O:32])[c:29]1[CH3:30])=[O:33].[CH2:34]1[CH2:35][CH2:36][NH:37][CH2:38][CH2:39]1.[CH3:1][c:2]1[c:3]2[c:7]([cH:8][cH:9][c:10]1[S:11](=[O:12])(=[O:13])[NH:14][CH3:15])[NH:6][C:5](=[O:16])[CH2:4]2.[CH3:40][CH2:41][OH:42]>>[CH3:1][c:2]1[c:3]2[c:7]([cH:8][cH:9][c:10]1[S:11](=[O:12])(=[O:13])[NH:14][CH3:15])[NH:6][C:5](=[O:16])[C:4]2=[CH:31][c:28]1[nH:27][cH:26][c:25]([C:23]([NH:22][CH2:21][C:20]([O:19][CH2:17][CH3:18])=[O:33])=[O:24])[c:29]1[CH3:30]. The reactants are COC(CC(C(=O)C1=C(C(=NN1C1=CC=C(C=C1)OC)CC)C#N)C)OC (5-(4,4-dimethoxy-2-methylbutanoyl)-3-ethyl-1-(4-methoxyphenyl)-1H-pyrazole-4-carbonitrile), CN (methylamine), Cl (HCl), O (Water), CN (methylamine), Cl (HCl). Run in CO (MeOH), C(Cl)Cl (CH2Cl2). Run at time 14 hour. The product is C(C)C1=NN(C(=C1C#N)C=1OC=CC1C)C1=CC=C(C=C1)OC (3-ethyl-1-(4-methoxyphenyl)-5-(3-methylfuran-2-yl)-1H-pyrazole-4-carbonitrile). The yield is 40.0%. RXN SMILES: C[O:2][CH:3](OC)[CH2:4][CH:5]([CH3:25])[C:6]([C:8]1[N:12]([C:13]2[CH:18]=[CH:17][C:16]([O:19][CH3:20])=[CH:15][CH:14]=2)[N:11]=[C:10]([CH2:21][CH3:22])[C:9]=1[C:23]#[N:24])=O.CN.Cl.O>CO.C(Cl)Cl>[CH2:21]([C:10]1[C:9]([C:23]#[N:24])=[C:8]([C:6]2[O:2][CH:3]=[CH:4][C:5]=2[CH3:25])[N:12]([C:13]2[CH:14]=[CH:15][C:16]([O:19][CH3:20])=[CH:17][CH:18]=2)[N:11]=1)[CH3:22]. Procedure: To a stirred solution of 5-(4,4-dimethoxy-2-methylbutanoyl)-3-ethyl-1-(4-methoxyphenyl)-1H-pyrazole-4-carbonitrile (20 mg, 0.05 mmol) in MeOH (1.5 mL) were added methylamine (2.0 M solution in methanol, 0.20 mL, 0.4 mmol) and conc. HCl (0.1 mL) at ambient temperature in a closed microwave tube. The reaction mixture was stirred at ambient temperature for 14 h then additional methylamine (2.0 M solution in methanol, 2.70 mL, 5.4 mmol) and conc. HCl (0.3 mL) were added and the reaction was heated t... Reactants: O1CCOCC1 (dioxane), ClCCCN1C(NC(C(=C1)C=1C=NC=CC1)=O)=O (1-(3-chloro-propyl)-5-pyridin-3-yl-1H-pyrimidine-2,4-dione), FC(C1=CC=C(C=C1)[C@]12CNC[C@@H]2C1)(F)F ((1S,5R)-1-(4-trifluoromethyl-phenyl)-3-aza-bicyclo[3.1.0]hexane), CCN(C(C)C)C(C)C (DIPEA). Run in CCO (EtOH). Product: Cl (HCl), Cl.Cl.N1=CC(=CC=C1)C=1C(NC(N(C1)CCCN1C[C@]2(C[C@H]2C1)C1=CC=C(C=C1)C(F)(F)F)=O)=O (5-(3-pyridinyl)-1-(3-{(1S,5R)-1-[4-(trifluoromethyl)phenyl]-3-azabicyclo[3.1.0]hex-3-yl}propyl)-2,4(1H,3H)-pyrimidinedione dihydrochloride). As a reaction SMILES: [Cl:1][CH2:2][CH2:3][CH2:4][N:5]1[CH:10]=[C:9]([C:11]2[CH:12]=[N:13][CH:14]=[CH:15][CH:16]=2)[C:8](=[O:17])[NH:7][C:6]1=[O:18].[F:19][C:20]([F:34])([F:33])[C:21]1[CH:26]=[CH:25][C:24]([C@:27]23[CH2:32][C@H:31]2[CH2:30][NH:29][CH2:28]3)=[CH:23][CH:22]=1.CCN(C(C)C)C(C)C.O1CCOCC1>CCO>[ClH:1].[ClH:1].[ClH:1].[N:13]1[CH:14]=[CH:15][CH:16]=[C:11]([C:9]2[C:8](=[O:17])[NH:7][C:6](=[O:18])[N:5]([CH2:4][CH2:3][CH2:2][N:29]3[CH2:30][C@H:31]4[C@:27]([C:24]5[CH:23]=[CH:22][C:21]([C:20]([F:19])([F:34])[F:33])=[CH:26][CH:25]=5)([CH2:32]4)[CH2:28]3)[CH:10]=2)[CH:12]=1 |f:6.7.8|. Procedure details: A solution of 1-(3-chloro-propyl)-5-pyridin-3-yl-1H-pyrimidine-2,4-dione (Prep43, 92 mg, 0.34 mmol), (1S,5R)-1-(4-trifluoromethyl-phenyl)-3-aza-bicyclo[3.1.0]hexane (Prep4, 68 mg, 0.34 mmol), and DIPEA (134 μl, 1 mmol) in absolute EtOH (3 mL) was placed in a microwave oven and irradiated at 130° C. for 3 hours. The solvent was removed under vacuum and the residue was partitioned between water and ethyl acetate. The organic phase was dried (Na2SO4), filtered and evaporated. The residue was purifi... Starting materials: CNc1nc(N2CCN(C)CC2)nc(N2CCCC(C(=O)O)C2)n1, CN(C)c1ccccn1, CCN=C=NCCCN(C)C, CO, ClCCl, NCc1ccccc1C(F)(F)F, CN(C)C=O. Yields the product CNc1nc(N2CCN(C)CC2)nc(N2CCCC(C(=O)NCc3ccccc3C(F)(F)F)C2)n1. Reaction SMILES: [CH3:1][NH:2][c:3]1[n:4][c:5]([N:16]2[CH2:17][CH:18]([C:22](=[O:23])[OH:24])[CH2:19][CH2:20][CH2:21]2)[n:6][c:7]([N:9]2[CH2:10][CH2:11][N:12]([CH3:15])[CH2:13][CH2:14]2)[n:8]1.[CH3:37][N:38]([c:39]1[cH:40][cH:41][cH:42][cH:43][n:44]1)[CH3:45].[CH3:46][CH2:47][N:48]=[C:49]=[N:50][CH2:51][CH2:52][CH2:53][N:54]([CH3:55])[CH3:56].[CH3:65][OH:66].[Cl:57][CH2:58][Cl:59].[F:25][C:26]([c:27]1[c:28]([CH2:33][NH2:34])[cH:29][cH:30][cH:31][cH:32]1)([F:35])[F:36].[O:60]=[CH:61][N:62]([CH3:63])[CH3:64]>>[CH3:1][NH:2][c:3]1[n:4][c:5]([N:16]2[CH2:17][CH:18]([C:22](=[O:23])[NH:34][CH2:33][c:28]3[c:27]([C:26]([F:25])([F:35])[F:36])[cH:32][cH:31][cH:30][cH:29]3)[CH2:19][CH2:20][CH2:21]2)[n:6][c:7]([N:9]2[CH2:10][CH2:11][N:12]([CH3:15])[CH2:13][CH2:14]2)[n:8]1. The reactants are C(#N)C1(CC1)NC(=O)[C@H]1NC[C@@H](C1)S(=O)(=O)C1=CC=C(C)C=C1 ((2S,4R)-N-(1-cyanocyclopropyl)-4-tosylpyrrolidine-2-carboxamide), Cl.N1(CCCCC1)C1(CC1)C(=O)O (1-(piperidin-1-yl)cyclopropanecarboxylic acid hydrochloride). The product is C(#N)C1(CC1)NC(=O)[C@H]1N(C[C@@H](C1)S(=O)(=O)C1=CC=C(C)C=C1)C(=O)C1(CC1)N1CCCCC1 ((2S,4R)-N-(1-cyanocyclopropyl)-1-(1-(piperidin-1-yl)cyclopropanecarbonyl)-4-tosylpyrrolidine-2-carboxamide). Isolated yield 40.0%. As a reaction SMILES: [C:1]([C:3]1([NH:6][C:7]([C@@H:9]2[CH2:13][C@@H:12]([S:14]([C:17]3[CH:23]=[CH:22][C:20]([CH3:21])=[CH:19][CH:18]=3)(=[O:16])=[O:15])[CH2:11][NH:10]2)=[O:8])[CH2:5][CH2:4]1)#[N:2].Cl.[N:25]1([C:31]2([C:34](O)=[O:35])[CH2:33][CH2:32]2)[CH2:30][CH2:29][CH2:28][CH2:27][CH2:26]1>>[C:1]([C:3]1([NH:6][C:7]([C@@H:9]2[CH2:13][C@@H:12]([S:14]([C:17]3[CH:18]=[CH:19][C:20]([CH3:21])=[CH:22][CH:23]=3)(=[O:16])=[O:15])[CH2:11][N:10]2[C:34]([C:31]2([N:25]3[CH2:30][CH2:29][CH2:28][CH2:27][CH2:26]3)[CH2:32][CH2:33]2)=[O:35])=[O:8])[CH2:5][CH2:4]1)#[N:2] |f:1.2|. Procedure details: The reaction of (2S,4R)-N-(1-cyanocyclopropyl)-4-tosylpyrrolidine-2-carboxamide 7G with 1-(piperidin-1-yl)cyclopropanecarboxylic acid hydrochloride 16A carried out according to the general procedure L yielded (2S,4R)-N-(1-cyanocyclopropyl)-1-(1-(piperidin-1-yl)cyclopropanecarbonyl)-4-tosylpyrrolidine-2-carboxamide as a light yellow solid (40%). MS ISP (m/e): 485.4 (100) [(M+H)]+. Reactants: ClC=1C=C(C=CC1Cl)C1=CC=C(O1)CCNC(=O)C1=CC(=NN1)C(=O)O (5-{2-[5-(3,4-dichlorophenyl)furan-2-yl]ethylcarbamoyl}-1H-pyrazole-3-carboxylic acid), N1CCC(CC1)CCO (4-piperidine ethanol). Yields the product ClC=1C=C(C=CC1Cl)C1=CC=C(O1)CCNC(=O)C=1NN=C(C1)C(=O)N1CCC(CC1)CCO (5-[4-(2-Hydroxyethyl)piperidine-1-carbonyl]-2H-pyrazole-3-carboxylic acid {2-[5-(3,4-dichlorophenyl)furan-2-yl]ethyl}amide). As a reaction SMILES: [Cl:1][C:2]1[CH:3]=[C:4]([C:9]2[O:13][C:12]([CH2:14][CH2:15][NH:16][C:17]([C:19]3[NH:23][N:22]=[C:21]([C:24](O)=[O:25])[CH:20]=3)=[O:18])=[CH:11][CH:10]=2)[CH:5]=[CH:6][C:7]=1[Cl:8].[NH:27]1[CH2:32][CH2:31][CH:30]([CH2:33][CH2:34][OH:35])[CH2:29][CH2:28]1>>[Cl:1][C:2]1[CH:3]=[C:4]([C:9]2[O:13][C:12]([CH2:14][CH2:15][NH:16][C:17]([C:19]3[NH:23][N:22]=[C:21]([C:24]([N:27]4[CH2:32][CH2:31][CH:30]([CH2:33][CH2:34][OH:35])[CH2:29][CH2:28]4)=[O:25])[CH:20]=3)=[O:18])=[CH:11][CH:10]=2)[CH:5]=[CH:6][C:7]=1[Cl:8]. Procedure: The title compound was prepared as in the previous Example starting from 5-{2-[5-(3,4-dichlorophenyl)furan-2-yl]ethylcarbamoyl}-1H-pyrazole-3-carboxylic acid and 4-piperidine ethanol. The crude product was purified by flash chromatography using CH2Cl2-MeOH as a gradient eluent (100:0-95:5). 1H NMR (400 MHz, CDCl3): 1.27 (3H, m), 1.57 (2H, m), 1.85 (3H, m), 2.81 (1H, m), 3.01 (2H, t), about 3.21 (1H, m), 3.76 (4H, m), about 4.41 (1H, m), about 4.67 (1H, m), 6.20 (1H, d), 6.59 (1H, d), 7.02 (1H, s...